Dataset: the Open Reaction Database (ORD), a public repository of structured organic reaction records. Task: describe an organic reaction: reactants, conditions, products, and yield The reactants are ClC(C1OCC(O1)CO)(Cl)Cl (2-(trichloro-methyl)-4-(hydroxy-methyl)-dioxolan). The reagents and catalysts are [Zn] (zinc). Solvent: C(C)(=O)O (acetic acid). Conditions: time 15 minute. Yields the product ClC(C1OCC(O1)CO)Cl (2-(dichloro-methyl)-4-(hydroxy-methyl)-dioxolan). As a reaction SMILES: [Cl:1][C:2](Cl)([Cl:10])[CH:3]1[O:7][CH:6]([CH2:8][OH:9])[CH2:5][O:4]1>[Zn].C(O)(=O)C>[Cl:1][CH:2]([Cl:10])[CH:3]1[O:7][CH:6]([CH2:8][OH:9])[CH2:5][O:4]1. Reported procedure: To a mixture of 5.5 g of 2-(trichloro-methyl)-4-(hydroxy-methyl)-dioxolan and 30 ml of acetic acid under stirring 1.6 g of zinc dust are added within 30 minutes. After a further 15 minutes of stirring the reaction mixture is distilled.